Dataset: the Open Reaction Database (ORD), a public repository of structured organic reaction records. Task: describe an organic reaction: reactants, conditions, products, and yield Starting materials: C(C)(C)(C)NC(=O)C1=CN(C=2C1=NC(=CN2)C2=NNC1=CC=C(C=C21)OC(F)F)C(C2=CC=CC=C2)(C2=CC=CC=C2)C2=CC=CC=C2 (N-tert-butyl-2-(5-(difluoromethoxy)-1H-indazol-3-yl)-5-trityl-5H-pyrrolo[3,2-b]pyrazine-7-carboxamide), ClCCCS(=O)(=O)C (1-chloro-3-(methylsulfonyl)propane), O (water), C(=O)([O-])[O-].[K+].[K+] (K2CO3). Product: C(C)(C)(C)NC(=O)C1=CN(C=2C1=NC(=CN2)C2=NN(C1=CC=C(C=C21)OC(F)F)CCCS(=O)(=O)C)C(C2=CC=CC=C2)(C2=CC=CC=C2)C2=CC=CC=C2 (N-tert-butyl-2-(5-(difluoromethoxy)-1-(3-(methylsulfonyl)propyl)-1H-indazol-3-yl)-5-trityl-5H-pyrrolo[3,2-b]pyrazine-7-carboxamide). As a reaction SMILES: [C:1]([NH:5][C:6]([C:8]1[C:12]2=[N:13][C:14]([C:17]3[C:25]4[C:20](=[CH:21][CH:22]=[C:23]([O:26][CH:27]([F:29])[F:28])[CH:24]=4)[NH:19][N:18]=3)=[CH:15][N:16]=[C:11]2[N:10]([C:30]([C:43]2[CH:48]=[CH:47][CH:46]=[CH:45][CH:44]=2)([C:37]2[CH:42]=[CH:41][CH:40]=[CH:39][CH:38]=2)[C:31]2[CH:36]=[CH:35][CH:34]=[CH:33][CH:32]=2)[CH:9]=1)=[O:7])([CH3:4])([CH3:3])[CH3:2].Cl[CH2:50][CH2:51][CH2:52][S:53]([CH3:56])(=[O:55])=[O:54].C([O-])([O-])=O.[K+].[K+].O>CN(C=O)C>[C:1]([NH:5][C:6]([C:8]1[C:12]2=[N:13][C:14]([C:17]3[C:25]4[C:20](=[CH:21][CH:22]=[C:23]([O:26][CH:27]([F:29])[F:28])[CH:24]=4)[N:19]([CH2:50][CH2:51][CH2:52][S:53]([CH3:56])(=[O:55])=[O:54])[N:18]=3)=[CH:15][N:16]=[C:11]2[N:10]([C:30]([C:37]2[CH:42]=[CH:41][CH:40]=[CH:39][CH:38]=2)([C:31]2[CH:32]=[CH:33][CH:34]=[CH:35][CH:36]=2)[C:43]2[CH:48]=[CH:47][CH:46]=[CH:45][CH:44]=2)[CH:9]=1)=[O:7])([CH3:4])([CH3:2])[CH3:3] |f:2.3.4|. Procedure: To a solution of N-tert-butyl-2-(5-(difluoromethoxy)-1H-indazol-3-yl)-5-trityl-5H-pyrrolo[3,2-b]pyrazine-7-carboxamide (100 mg, 0.156 mmol) in DMF (5 mL) was added 1-chloro-3-(methylsulfonyl)propane (30 mg, 0.187 mmol) followed by K2CO3 (65 mg, 0.468 mmol). The mixture was heated at 65° C. for 3 hours. After cooling to room temperature, the mixture was poured into water, filtered and dried to give N-tert-butyl-2-(5-(difluoromethoxy)-1-(3-(methylsulfonyl)propyl)-1H-indazol-3-yl)-5-trityl-5H-pyrro... The solvent is CN(C)C=O (DMF). The yield is 88.2%. Conditions: temperature 65 celsius. Reactants: C(C)(C)(C)OC(=O)C=C1C(NC(CCCCCC1)C(=O)OCC)=O (Ethyl 3-t-butoxycarbonylmethylidene-2-oxo-1-azacyclodecane-10-carboxylate). Reagents/catalysts: [Pd] (Pd/C). Run in C(C)(=O)OCC (ethyl acetate). Reaction conditions: time 4.5 hour. Yields the product C(C)(C)(C)OC(=O)CC1C(NC(CCCCCC1)C(=O)OCC)=O (ethyl 3-t-butoxycarbonylmethyl-2-oxo-1-azacyclodecane-10-carboxylate). Reaction SMILES: [C:1]([O:5][C:6]([CH:8]=[C:9]1[CH2:18][CH2:17][CH2:16][CH2:15][CH2:14][CH2:13][CH:12]([C:19]([O:21][CH2:22][CH3:23])=[O:20])[NH:11][C:10]1=[O:24])=[O:7])([CH3:4])([CH3:3])[CH3:2]>C(OCC)(=O)C.[Pd]>[C:1]([O:5][C:6]([CH2:8][CH:9]1[CH2:18][CH2:17][CH2:16][CH2:15][CH2:14][CH2:13][CH:12]([C:19]([O:21][CH2:22][CH3:23])=[O:20])[NH:11][C:10]1=[O:24])=[O:7])([CH3:3])([CH3:4])[CH3:2]. Procedure: Ethyl 3-t-butoxycarbonylmethylidene-2-oxo-1-azacyclodecane-10-carboxylate (2.85 g, 8.4 mmol) is dissolved in ethyl acetate (75 mL). 10% Pd/C (2.0 g) is added, and the reaction is stirred under an atmosphere of hydrogen for 4.5 hours. The reaction is filtered through Celite, and the solvent is removed. The crude product is purified by silica gel chromatography (20% ethyl acetate/hexane) to give separately the two diastereomers of ethyl 3-t-butoxycarbonylmethyl-2-oxo-1-azacyclodecane-10-carboxylat... Solvent: [Cl-].[Na+].O (brine), CN(C)C=O (DMF). The product is C(C)(C)(C)OC(=O)N1[C@H](CN(CC1)C(=O)OC(C)(C)C)CCCCOC ((S)-2-(4-Methoxybutyl)-piperazine-1,4-dicarboxylic acid di-tert-butyl ester). Starting materials: C(C)(C)(C)OC(=O)N1[C@H](CN(CC1)C(=O)OC(C)(C)C)CCCCO ((S)-2-(4-hydroxybutyl)-piperazine-1,4-dicarboxylic acid di-tert-butyl ester), CI (MeI), [H-].[Na+] (NaH). Reported procedure: Into a room temperature, stirred solution of (S)-2-(4-hydroxybutyl)-piperazine-1,4-dicarboxylic acid di-tert-butyl ester (0.344 g, 0.95 mmol), and MeI (0.179 mL, 2.87 mmol) in DMF (5 mL) add NaH (0.042 g, 1.05 mmol, 20% in mineral oil). Stir overnight. Dilute the mixture with 75% brine (50 mL) and extract with EtOAc (3×100 mL). Concentrate the organic layers under reduced pressure, dilute with EtOAc (40 mL) and wash with 75% brine (5×25 mL). Dry the organic layer over Na2SO4, and filter. Concent... Run at time 8 hour. Reaction SMILES: [C:1]([O:5][C:6]([N:8]1[CH2:13][CH2:12][N:11]([C:14]([O:16][C:17]([CH3:20])([CH3:19])[CH3:18])=[O:15])[CH2:10][C@@H:9]1[CH2:21][CH2:22][CH2:23][CH2:24][OH:25])=[O:7])([CH3:4])([CH3:3])[CH3:2].[CH3:26]I.[H-].[Na+]>CN(C=O)C.[Cl-].[Na+].O>[C:1]([O:5][C:6]([N:8]1[CH2:13][CH2:12][N:11]([C:14]([O:16][C:17]([CH3:18])([CH3:19])[CH3:20])=[O:15])[CH2:10][C@@H:9]1[CH2:21][CH2:22][CH2:23][CH2:24][O:25][CH3:26])=[O:7])([CH3:4])([CH3:3])[CH3:2] |f:2.3,5.6.7|. Reactants: C=1(C(=CC=CC1)C)C (xylene), C1(=CC=CC=C1)C (toluene). Yields the product CC1=C(C=C(C=C1)C)C (1,2,4-trimethylbenzene), zeolite. RXN SMILES: [C:1]1([CH3:8])[C:2]([CH3:7])=[CH:3][CH:4]=[CH:5][CH:6]=1.[C:9]1(C)C=CC=CC=1>>[CH3:8][C:1]1[CH:6]=[CH:5][C:4]([CH3:9])=[CH:3][C:2]=1[CH3:7]. Procedure: In this example, transalkylation was carried out for obtaining xylene from toluene and 1,2,4-trimethylbenzene using the zeolite C of this invention (silica/alumina mole ratio=34.1) and the zeolite A-1 as a comparison (silica/alumina mole ratio=32.8). The reactants are FC1=CC=C(C=C1)NC1=NC2=C(N1C)C=CC(=C2)OC2=CC(=NC=C2)C(=O)O (4-[2-(4-Fluoro-phenylamino)-1-methyl-1H-benzoimidazol-5-yloxy]-pyridine-2-carboxylic acid), CCN=C=NCCCN(C)C.Cl (EDC-HCl), C1=CC2=C(N=C1)N(N=N2)O (HOAT), C(C)(C)N(CC)C(C)C (diisopropylethylamine), C1(=C(C=CC=C1)N)N (phenylenediamine), C(C)(=O)[O-].[Na+] (sodium acetate). The solvent is C(C)(=O)OCC (ethyl acetate), C1CCOC1 (THF). Run at temperature 70 celsius, time 8 hour. Yields the product N1C(=NC2=C1C=CC=C2)C2=NC=CC(=C2)OC2=CC1=C(N(C(=N1)NC1=CC=C(C=C1)F)C)C=C2 ({5-[2-(1H-Benzoimidazol-2-yl)-pyridin-4-yloxy]-1-methyl-1H-benzoimidazol-2-yl}-(4-fluoro-phenyl)-amine). RXN SMILES: [F:1][C:2]1[CH:7]=[CH:6][C:5]([NH:8][C:9]2[N:13]([CH3:14])[C:12]3[CH:15]=[CH:16][C:17]([O:19][C:20]4[CH:25]=[CH:24][N:23]=[C:22]([C:26](O)=O)[CH:21]=4)=[CH:18][C:11]=3[N:10]=2)=[CH:4][CH:3]=1.CCN=C=NCCCN(C)C.Cl.C1C=NC2N(O)N=NC=2C=1.C(N(C(C)C)CC)(C)C.[C:60]1([NH2:67])[CH:65]=[CH:64][CH:63]=[CH:62][C:61]=1[NH2:66].C([O-])(=O)C.[Na+]>C1COCC1.C(OCC)(=O)C>[NH:66]1[C:61]2[CH:62]=[CH:63][CH:64]=[CH:65][C:60]=2[N:67]=[C:26]1[C:22]1[CH:21]=[C:20]([O:19][C:17]2[CH:16]=[CH:15][C:12]3[N:13]([CH3:14])[C:9]([NH:8][C:5]4[CH:4]=[CH:3][C:2]([F:1])=[CH:7][CH:6]=4)=[N:10][C:11]=3[CH:18]=2)[CH:25]=[CH:24][N:23]=1 |f:1.2,6.7|. Procedure: To a suspension of 4-[2-(4-Fluoro-phenylamino)-1-methyl-1H-benzoimidazol-5-yloxy]-pyridine-2-carboxylic acid (1 eq) in dry THF, EDC-HCl (1.2 eq), HOAT (1.2 eq), and diisopropylethylamine (3 eq) were added. The suspension was stirred for 10 minutes whereupon phenylenediamine (1.1 eq) was added and the solution is allowed to stir overnight. The mixture was then diluted with ethyl acetate and washed with water. The aqueous layer was washed with ethyl acetate, the organic layers combined, dried over... Reactants: BrC1=CC=2C(=NC=C(N2)CCC2=CC(=CC(=C2)OC)OC)N1 (6-bromo-2-[2-(3,5-dimethoxyphenyl)ethyl]-5H-pyrrolo[2,3-b]pyrazine), FC=1C=C(C=CC1C(NC)=O)B(O)O (3-fluoro-4-(methylcarbamoyl)phenylboronic acid). Product: COC=1C=C(CCC=2N=C3C(=NC2)NC(=C3)C3=CC(=C(C(=O)NC)C=C3)F)C=C(C1)OC (4-(2-(3,5-Dimethoxyphenethyl)-5H-pyrrolo[2,3-b]pyrazin-6-yl)-2-fluoro-N-methylbenzamide). Reaction SMILES: Br[C:2]1[NH:22][C:5]2=[N:6][CH:7]=[C:8]([CH2:10][CH2:11][C:12]3[CH:17]=[C:16]([O:18][CH3:19])[CH:15]=[C:14]([O:20][CH3:21])[CH:13]=3)[N:9]=[C:4]2[CH:3]=1.[F:23][C:24]1[CH:25]=[C:26](B(O)O)[CH:27]=[CH:28][C:29]=1[C:30](=[O:33])[NH:31][CH3:32]>>[CH3:21][O:20][C:14]1[CH:13]=[C:12]([CH:17]=[C:16]([O:18][CH3:19])[CH:15]=1)[CH2:11][CH2:10][C:8]1[N:9]=[C:4]2[CH:3]=[C:2]([C:26]3[CH:27]=[CH:28][C:29]([C:30]([NH:31][CH3:32])=[O:33])=[C:24]([F:23])[CH:25]=3)[NH:22][C:5]2=[N:6][CH:7]=1. Procedure details: The compound was prepared by using procedures analogous to those described for the synthesis of Example 53, Step 2 starting from 6-bromo-2-[2-(3,5-dimethoxyphenyl)ethyl]-5H-pyrrolo[2,3-b]pyrazine and 3-fluoro-4-(methylcarbamoyl)phenylboronic acid (from Combi-Blocks). LCMS calculated for C24H24FN4O3 (M+H)+: m/z=435.2. Found 435.2. Starting materials: O1CCOC12CCC(CC2)C(=O)OCC (ethyl 1,4-dioxaspiro[4.5]decane-8-carboxylate), [Li+].CC(C)[N-]C(C)C (LDA), C1CCOC1 (THF), ClCOCC1=CC=CC=C1 (benzyl chloromethyl ether), O=[N+]([O-])[O-].[O-][N+]([O-])=O.[O-][N+]([O-])=O.[O-][N+]([O-])=O.[O-][N+]([O-])=O.[O-][N+]([O-])=O.[Ce+4].[NH4+].[NH4+] (CAN). Solvent: O (H2O). Run at time 30 minute. Product: DCM Hexanes, C(C1=CC=CC=C1)OCC1(CCC(CC1)=O)C(=O)OCC (ethyl 1-(benzyloxymethyl)-4-oxocyclohexanecarboxylate). The yield is 50.0%. Reaction SMILES: [O:1]1[C:5]2([CH2:10][CH2:9][CH:8]([C:11]([O:13][CH2:14][CH3:15])=[O:12])[CH2:7][CH2:6]2)OCC1.[Li+].CC([N-][CH:21]([CH3:23])[CH3:22])C.Cl[CH2:25][O:26][CH2:27]C1C=CC=CC=1.O=[N+]([O-])[O-].[O-][N+](=O)[O-].[O-][N+](=O)[O-].[O-][N+](=O)[O-].[O-][N+](=O)[O-].[O-][N+](=O)[O-].[Ce+4].[NH4+].[NH4+].[CH2:61]1[CH2:65]OC[CH2:62]1>O>[CH2:25]([O:26][CH2:27][C:8]1([C:11]([O:13][CH2:14][CH3:15])=[O:12])[CH2:7][CH2:6][C:5](=[O:1])[CH2:10][CH2:9]1)[C:22]1[CH:21]=[CH:23][CH:65]=[CH:61][CH:62]=1 |f:1.2,4.5.6.7.8.9.10.11.12|. Procedure details: To a solution of ethyl 1,4-dioxaspiro[4.5]decane-8-carboxylate (7.89 g, 36.8 mmol) in THF (120 mL) was added LDA (1.5 eq) at −78° C. and stirred for 30 min. Then, benzyl chloromethyl ether (10.7 mL, 92.1 mmol) was added dropwise. The resulting mixture was slowly warmed to rt and stirred overnight. The reaction was quenched with H2O and combined with ammonium choloride. All the volatiles were removed. The residue was diluted with EtOAc, washed with H2O and brine, dried over Na2SO4, and concentrat... The product is C1=C(C(=CC=2CCN3C(CC4=C(CC3)C=CC=C4)C12)O)O (5,6,8,9,14,14a-Hexahydroisoquino[1,2-b][3]benzazepine-2,3-diol). Reported procedure: Hydrobromic acid (48%, 30 ml) was added to a glacial acetic acid (3 ml) solution of 5,6,8,9,14,14a-hexahydro-2,3-dimethoxyisoquino[1,2-b][3]-benzazepine (XIIIc, Ex. 20) (0.928 g, 3 mmole), and the resulting solution was heated under reflux for 2.5 hours, then evaporated on a rotary evaporator to give a resinous residue. The residue was dissolved in tetrahydrofurane (about 80 ml), and the solution was allowed to sit at room temperature over a weekend. The crystalline product that was separated wa... Run in O1CCCC1 (tetrahydrofurane). Starting materials: Br (Hydrobromic acid), C(C)(=O)O (acetic acid), COC=1C(=CC=2CCN3C(CC4=C(CC3)C=CC=C4)C2C1)OC (5,6,8,9,14,14a-hexahydro-2,3-dimethoxyisoquino[1,2-b][3]-benzazepine). As a reaction SMILES: Br.C(O)(=O)C.C[O:7][C:8]1[C:9]([O:27]C)=[CH:10][C:11]2[CH2:12][CH2:13][N:14]3[CH2:20][CH2:19][C:18]4[CH:21]=[CH:22][CH:23]=[CH:24][C:17]=4[CH2:16][CH:15]3[C:25]=2[CH:26]=1>O1CCCC1>[CH:26]1[C:25]2[CH:15]3[CH2:16][C:17]4[CH:24]=[CH:23][CH:22]=[CH:21][C:18]=4[CH2:19][CH2:20][N:14]3[CH2:13][CH2:12][C:11]=2[CH:10]=[C:9]([OH:27])[C:8]=1[OH:7]. The reactants are OC(CNC)CO (2,3-dihydroxy-propyl-methylamine), C(#N)C1=CNC2=CC=C(C=C12)CCNC(C1=CC=C(C=C1)C1=NC(=NC=C1)Cl)=O (N-[2-(3-Cyano-1H-indol-5-yl)-ethyl]-4-[2-chloro-pyrimidin-4-yl]-benzamide). Product: C(#N)C1=CNC2=CC=C(C=C12)CCNC(C1=CC=C(C=C1)C1=NC(=NC=C1)N(C)CC(CO)O)=O (N-[2-(3-cyano-1H-indol-5-yl)-ethyl]-4-[2-[(2,3-dihydroxy-propyl)-methyl-amino]-pyrimidin-4-yl]-benzamide). RXN SMILES: [OH:1][CH:2]([CH2:6][OH:7])[CH2:3][NH:4][CH3:5].[C:8]([C:10]1[C:18]2[C:13](=[CH:14][CH:15]=[C:16]([CH2:19][CH2:20][NH:21][C:22](=[O:36])[C:23]3[CH:28]=[CH:27][C:26]([C:29]4[CH:34]=[CH:33][N:32]=[C:31](Cl)[N:30]=4)=[CH:25][CH:24]=3)[CH:17]=2)[NH:12][CH:11]=1)#[N:9]>>[C:8]([C:10]1[C:18]2[C:13](=[CH:14][CH:15]=[C:16]([CH2:19][CH2:20][NH:21][C:22](=[O:36])[C:23]3[CH:28]=[CH:27][C:26]([C:29]4[CH:34]=[CH:33][N:32]=[C:31]([N:4]([CH2:3][CH:2]([OH:1])[CH2:6][OH:7])[CH3:5])[N:30]=4)=[CH:25][CH:24]=3)[CH:17]=2)[NH:12][CH:11]=1)#[N:9]. Procedure: Using 2,3-dihydroxy-propyl-methylamine and N-[2-(3-Cyano-1H-indol-5-yl)-ethyl]-4-[2-chloro-pyrimidin-4-yl]-benzamide (reference example 1az) as substrates. MS (ion spray) m/z 471 (M+H)+. Reactants: NC1=NC(=CC(=N1)N1CCC2(C[C@H](NC2)C(=O)O)CC1)O[C@@H](C(F)(F)F)C1=C(C=C(C=C1)Cl)C1=CC=CC=C1 ((S)-8-(2-amino-6-((R)-1-(5-chloro-[1,1′-biphenyl]-2-yl)-2,2,2-trifluoroethoxy)pyrimidin-4-yl)-2,8-diazaspiro[4.5]decane-3-carboxylic acid), NC1=NC(=CC(=N1)N1CCC2(C[C@@H](N(C2)C(=O)OCC2=CC=CC=C2)C(=O)OCC)CC1)O[C@@H](C(F)(F)F)C1=C(C=C(C=C1)Cl)Br ((R)-2-benzyl 3-ethyl 8-(2-amino-6-((R)-1-(2-bromo-4-chlorophenyl)-2,2,2-trifluoroethoxy)pyrimidin-4-yl)-2,8-diazaspiro[4.5]decane-2,3-dicarboxylate). Yields the product NC1=NC(=CC(=N1)N1CCC2(C[C@@H](NC2)C(=O)O)CC1)O[C@@H](C(F)(F)F)C1=C(C=C(C=C1)Cl)C1=CC=CC=C1 ((R)-8-(2-amino-6-((R)-1-(5-chloro-[1,1′-biphenyl]-2-yl)-2,2,2-trifluoroethoxy)pyrimidin-4-yl)-2,8-diazaspiro[4.5]decane-3-carboxylic acid). RXN SMILES: [NH2:1][C:2]1[N:7]=[C:6]([N:8]2[CH2:20][CH2:19][C:11]3([CH2:15][NH:14][C@H:13]([C:16]([OH:18])=[O:17])[CH2:12]3)[CH2:10][CH2:9]2)[CH:5]=[C:4]([O:21][C@H:22]([C:27]2[CH:32]=[CH:31][C:30]([Cl:33])=[CH:29][C:28]=2[C:34]2[CH:39]=[CH:38][CH:37]=[CH:36][CH:35]=2)[C:23]([F:26])([F:25])[F:24])[N:3]=1.NC1N=C(N2CCC3(CN(C(OCC4C=CC=CC=4)=O)[C@@H](C(OCC)=O)C3)CC2)C=C(O[C@H](C2C=CC(Cl)=CC=2Br)C(F)(F)F)N=1>>[NH2:1][C:2]1[N:7]=[C:6]([N:8]2[CH2:9][CH2:10][C:11]3([CH2:15][NH:14][C@@H:13]([C:16]([OH:18])=[O:17])[CH2:12]3)[CH2:19][CH2:20]2)[CH:5]=[C:4]([O:21][C@H:22]([C:27]2[CH:32]=[CH:31][C:30]([Cl:33])=[CH:29][C:28]=2[C:34]2[CH:39]=[CH:38][CH:37]=[CH:36][CH:35]=2)[C:23]([F:26])([F:25])[F:24])[N:3]=1. Reported procedure: The title compound was prepared as described above for (S)-8-(2-amino-6-((R)-1-(5-chloro-[1,1′-biphenyl]-2-yl)-2,2,2-trifluoroethoxy)pyrimidin-4-yl)-2,8-diazaspiro[4.5]decane-3-carboxylic acid (Example 34c) by using (R)-2-benzyl 3-ethyl 8-(2-amino-6-((R)-1-(2-bromo-4-chlorophenyl)-2,2,2-trifluoroethoxy)pyrimidin-4-yl)-2,8-diazaspiro[4.5]decane-2,3-dicarboxylate.